Dataset: the Open Reaction Database (ORD), a public repository of structured organic reaction records. Task: describe an organic reaction: reactants, conditions, products, and yield Starting materials: CC1(CC=CC1=O)C (5,5-dimethylcyclopent-2-en-1-one), ClC1=CC(=C(C=C1)B(O)O)F (4-chloro-2-fluorophenylboronic acid), C(C)(=O)[O-].[Na+] (sodium acetate), [Sb](Cl)(Cl)Cl (antimony trichloride). The reagents and catalysts are CC(=O)[O-].CC(=O)[O-].[Pd+2] (Pd(OAc)2). Solvent: C(C)(=O)O (acetic acid). Product: ClC1=CC(=C(C=C1)C1CC(C(C1)=O)(C)C)F (4-(4-Chloro-2-fluoro-phenyl)-2,2-dimethyl-cyclopentanone). Yield: 87.2%. Reaction SMILES: [CH3:1][C:2]1([CH3:8])[C:6](=[O:7])[CH:5]=[CH:4][CH2:3]1.[Cl:9][C:10]1[CH:15]=[CH:14][C:13](B(O)O)=[C:12]([F:19])[CH:11]=1.C([O-])(=O)C.[Na+].[Sb](Cl)(Cl)Cl>CC([O-])=O.CC([O-])=O.[Pd+2].C(O)(=O)C>[Cl:9][C:10]1[CH:15]=[CH:14][C:13]([CH:4]2[CH2:5][C:6](=[O:7])[C:2]([CH3:8])([CH3:1])[CH2:3]2)=[C:12]([F:19])[CH:11]=1 |f:2.3,5.6.7|. Procedure details: A solution of 5,5-dimethylcyclopent-2-en-1-one (42.0 g, 343.15 mmol), 4-chloro-2-fluorophenylboronic acid (94.47 g, 514.72 mmol), sodium acetate (56.30 g, 686.30 mmol), acetic acid (1130 mL), Pd(OAc)2 (7.70 g, 34.31 mmol), and antimony trichloride (7.83 g, 34.31 mmol) are stirred at ambient temperature for 16 hours. The solvent is evaporated to low volume and the residual acetic acid is removed using toluene. MTBE (500 mL) is added and the resulting precipitate is filtered off and discarded. The... Procedure: The title compound is prepared by the methods described in Synthesis Example 10. A solution of 1-(4-methoxyphenyl)-2-(4-methoxybenzylsulfonyl)ethanone (10 mmol) and 2,4,6-trimethoxybenzaldehyde (10 mmol) was subjected to the procedure described as Method A in part C of Synthesis Example 10 and the product obtained was purified by column chromatography. m.p. 60-62° C. The product is COC1=CC=C(C=C1)C(/C(=C\C1=C(C=C(C=C1OC)OC)OC)/S(=O)(=O)CC1=CC=C(C=C1)OC)=O ((E)-1-(4-methoxyphenyl)-2-(4-methoxybenzylsulfonyl)-3-(2,4,6-trimethoxyphenyl)-prop-2-en-1-one). The reactants are COC1=CC=C(C=C1)C(CS(=O)(=O)CC1=CC=C(C=C1)OC)=O (1-(4-methoxyphenyl)-2-(4-methoxybenzylsulfonyl)ethanone), COC1=C(C=O)C(=CC(=C1)OC)OC (2,4,6-trimethoxybenzaldehyde). RXN SMILES: [CH3:1][O:2][C:3]1[CH:8]=[CH:7][C:6]([C:9](=[O:23])[CH2:10][S:11]([CH2:14][C:15]2[CH:20]=[CH:19][C:18]([O:21][CH3:22])=[CH:17][CH:16]=2)(=[O:13])=[O:12])=[CH:5][CH:4]=1.[CH3:24][O:25][C:26]1[CH:33]=[C:32]([O:34][CH3:35])[CH:31]=[C:30]([O:36][CH3:37])[C:27]=1[CH:28]=O>>[CH3:1][O:2][C:3]1[CH:8]=[CH:7][C:6]([C:9](=[O:23])/[C:10](/[S:11]([CH2:14][C:15]2[CH:16]=[CH:17][C:18]([O:21][CH3:22])=[CH:19][CH:20]=2)(=[O:13])=[O:12])=[CH:28]\[C:27]2[C:30]([O:36][CH3:37])=[CH:31][C:32]([O:34][CH3:35])=[CH:33][C:26]=2[O:25][CH3:24])=[CH:5][CH:4]=1. Starting materials: C(C)(C)(C)ON=C1C=C(OC2=CC=C(C=C12)O)C1=CC=2N(C=N1)C=CC2 (6-hydroxy-2-pyrrolo[1,2-c]pyrimidin-3-yl-chromen-4-one O-tert-butyl oxime), BrCCC1=CC=C(C=C1)Cl (1-(2-Bromo-ethyl)-4-chloro-benzene). Product: ClC1=CC=C(C=C1)CCOC=1C=C2C(C=C(OC2=CC1)C1=CC=2N(C=N1)C=CC2)=NO (6-[2-(4-Chloro-phenyl)-ethoxy]-2-pyrrolo[1,2-c]pyrimidin-3-yl-chromen-4-one oxime). RXN SMILES: C([O:5][N:6]=[C:7]1[C:16]2[C:11](=[CH:12][CH:13]=[C:14]([OH:17])[CH:15]=2)[O:10][C:9]([C:18]2[N:23]=[CH:22][N:21]3[CH:24]=[CH:25][CH:26]=[C:20]3[CH:19]=2)=[CH:8]1)(C)(C)C.Br[CH2:28][CH2:29][C:30]1[CH:35]=[CH:34][C:33]([Cl:36])=[CH:32][CH:31]=1>>[Cl:36][C:33]1[CH:34]=[CH:35][C:30]([CH2:29][CH2:28][O:17][C:14]2[CH:15]=[C:16]3[C:11](=[CH:12][CH:13]=2)[O:10][C:9]([C:18]2[N:23]=[CH:22][N:21]4[CH:24]=[CH:25][CH:26]=[C:20]4[CH:19]=2)=[CH:8][C:7]3=[N:6][OH:5])=[CH:31][CH:32]=1. Procedure details: 6-[2-(4-Chloro-phenyl)-ethoxy]-2-pyrrolo[1,2-c]pyrimidin-3-yl-chromen-4-one oxime was prepared in 28% overall yield using the method described in example 85, starting from 6-hydroxy-2-pyrrolo[1,2-c]pyrimidin-3-yl-chromen-4-one O-tert-butyl oxime (example 81A) and 1-(2-Bromo-ethyl)-4-chloro-benzene. Reactants: ClC1=CC=C(N)C=C1 (4-Chloroaniline), ClC=1C(=NC=CC1)N1CCC(=CC1)C(=O)O (3′-chloro-3,6-dihydro-2H-1,2′-bipyridine-4-carboxylic acid), Cl.CN(CCCN=C=NCC)C (1-[3-(dimethylamino)propyl]-3-ethylcarbodiimide hydrochloride). The solvent is ClCCl (dichloromethane), ClCCl (dichloromethane). Conditions: time 8 hour. Product: ClC=1C(=NC=CC1)N1CCC(=CC1)C(=O)NC1=CC=C(C=C1)Cl (3′-chloro-N-(4-chlorophenyl)-3,6-dihydro-2H-1,2′-bipyridine-4-carboxamide). Reaction SMILES: [Cl:1][C:2]1[CH:8]=[CH:7][C:5]([NH2:6])=[CH:4][CH:3]=1.[Cl:9][C:10]1[C:11]([N:16]2[CH2:21][CH:20]=[C:19]([C:22](O)=[O:23])[CH2:18][CH2:17]2)=[N:12][CH:13]=[CH:14][CH:15]=1.Cl.CN(C)CCCN=C=NCC>ClCCl>[Cl:9][C:10]1[C:11]([N:16]2[CH2:17][CH:18]=[C:19]([C:22]([NH:6][C:5]3[CH:7]=[CH:8][C:2]([Cl:1])=[CH:3][CH:4]=3)=[O:23])[CH2:20][CH2:21]2)=[N:12][CH:13]=[CH:14][CH:15]=1 |f:2.3|. Procedure details: 4-Chloroaniline (13.2 g, 103 mmol), 3′-chloro-3,6-dihydro-2H-1,2′-bipyridine-4-carboxylic acid (16.49 g, 69.1 mmol), 1-[3-(dimethylamino)propyl]-3-ethylcarbodiimide hydrochloride (26.5 g, 1.38 mmol) were combined in dichloromethane (150 mL) and stirred overnight at ambient temperature. The mixture was diluted with dichloromethane (200 mL), washed with water (400 mL), 400 mL brine, dried with sodium sulfate, filtered, and the filtrate was concentrated under reduced pressure. The residue was purif... Reactants: N#Cc1ccccc1-c1ccc(CBr)cc1, O=C([O-])[O-], CC#N, [K+], [K+], O=c1[nH]c2sccc2c(=O)n1CCc1ccccc1. Yields the product N#Cc1ccccc1-c1ccc(Cn2c(=O)n(CCc3ccccc3)c(=O)c3ccsc32)cc1. RXN SMILES: [Br:20][CH2:21][c:22]1[cH:23][cH:24][c:25](-[c:28]2[c:29]([C:34]#[N:35])[cH:30][cH:31][cH:32][cH:33]2)[cH:26][cH:27]1.[C:36](=[O:37])([O-:38])[O-:39].[CH3:42][C:43]#[N:44].[K+:40].[K+:41].[c:1]1([CH2:7][CH2:8][n:9]2[c:10](=[O:19])[nH:11][c:12]3[c:13]([c:14]2=[O:15])[cH:16][cH:17][s:18]3)[cH:2][cH:3][cH:4][cH:5][cH:6]1>>[c:1]1([CH2:7][CH2:8][n:9]2[c:10](=[O:19])[n:11]([CH2:21][c:22]3[cH:23][cH:24][c:25](-[c:28]4[c:29]([C:34]#[N:35])[cH:30][cH:31][cH:32][cH:33]4)[cH:26][cH:27]3)[c:12]3[c:13]([c:14]2=[O:15])[cH:16][cH:17][s:18]3)[cH:2][cH:3][cH:4][cH:5][cH:6]1.